This data is from the Open Reaction Database (ORD), a public repository of structured organic reaction records. The task is: describe an organic reaction: reactants, conditions, products, and yield The reactants are S(=O)(=O)(Cl)Cl (sulfurylchloride), C(C)(C)(C)OC(NC1=C(C(=CC(=C1)OC)OC)C)=O ((3,5-dimethoxy-2-methyl-phenyl)-carbamic acid tert-butyl ester), C(=O)(O)[O-].[Na+] (NaHCO3), CCOC(=O)C (EtOAc), ice H2O. Solvent: C(Cl)Cl (DCM), C1CCOC1 (THF). Run at temperature -15 celsius, time 3 hour. Product: C(C)(C)(C)OC(NC1=C(C(=CC(=C1C)OC)OC)Cl)=O ((2-Chloro-3,5-dimethoxy-6-methyl-phenyl)-carbamic acid tert-butyl ester). As a reaction SMILES: S(Cl)([Cl:4])(=O)=O.[C:6]([O:10][C:11](=[O:24])[NH:12][C:13]1[CH:18]=[C:17]([O:19][CH3:20])[CH:16]=[C:15]([O:21][CH3:22])[C:14]=1[CH3:23])([CH3:9])([CH3:8])[CH3:7].C([O-])(O)=O.[Na+].CCOC(C)=O>C(Cl)Cl.C1COCC1>[C:6]([O:10][C:11](=[O:24])[NH:12][C:13]1[C:14]([CH3:23])=[C:15]([O:21][CH3:22])[CH:16]=[C:17]([O:19][CH3:20])[C:18]=1[Cl:4])([CH3:9])([CH3:8])[CH3:7] |f:2.3|. Procedure details: A solution of sulfurylchloride (6.7 ml, 79.8 mmol, 1.05 equiv) in DCM (140 mL) is added dropwise (75 min) to a cold (−15° C.) solution of (3,5-dimethoxy-2-methyl-phenyl)-carbamic acid tert-butyl ester (20.4 g, 76.3 mmol) in THF (330 ml), under an argon atmosphere. The reaction mixture is allowed to stir for 3 h at −15° C. and then poured onto a mixture of ice/H2O (400 mL), a saturated aqueous solution of NaHCO3 (400 ml), and EtOAc (400 mL). The layers are separated and the aqueous phase is extra...